Dataset: the Open Reaction Database (ORD), a public repository of structured organic reaction records. Task: describe an organic reaction: reactants, conditions, products, and yield Reactants: C1(CCCC1)N1CCC(CC1)OC1=NC=C(C=N1)C=1C=CC(=NC1)OCC1=CC=CC=C1 (2-(cyclopentylpiperidin-4-yloxy)-5-(2-benzyloxypyridin-5-yl)pyrimidine), [H][H] (hydrogen). Reagents/catalysts: [C].[Pd] (palladium-carbon). Solvent: CO (methanol). Yields the product C1(CCCC1)N1CCC(CC1)OC1=NC=C(C=N1)C=1C=CC(=NC1)OC1CCCC1 (2-(1-cyclopentylpiperidin-4-yloxy)-5-(2-cyclopentyloxypyridin-5-yl)pyrimidine). Reaction SMILES: [CH:1]1([N:6]2[CH2:11][CH2:10][CH:9]([O:12][C:13]3[N:18]=[CH:17][C:16]([C:19]4[CH:20]=[CH:21][C:22]([O:25][CH2:26][C:27]5C=C[CH:30]=[CH:29][CH:28]=5)=[N:23][CH:24]=4)=[CH:15][N:14]=3)[CH2:8][CH2:7]2)[CH2:5][CH2:4][CH2:3][CH2:2]1.[H][H]>[C].[Pd].CO>[CH:1]1([N:6]2[CH2:7][CH2:8][CH:9]([O:12][C:13]3[N:14]=[CH:15][C:16]([C:19]4[CH:20]=[CH:21][C:22]([O:25][CH:26]5[CH2:27][CH2:28][CH2:29][CH2:30]5)=[N:23][CH:24]=4)=[CH:17][N:18]=3)[CH2:10][CH2:11]2)[CH2:2][CH2:3][CH2:4][CH2:5]1 |f:2.3|. Procedure: 10% palladium-carbon (700 mg) was added to a methanol solution (30 ml) of 2-(cyclopentylpiperidin-4-yloxy)-5-(2-benzyloxypyridin-5-yl)pyrimidine (2.22 g), and stirred in a hydrogen atmosphere at room temperature for 3 hours. The reaction mixture was filtered to remove palladium-carbon, and the filtrate was concentrated under reduced pressure to obtain the entitled compound. Starting materials: [Al+3], COc1cccc(CCc2ccccc2OCCC2CCN(C(=O)OC(C)(C)C)CC2)c1, [H-], [H-], [H-], [H-], [Li+], C1CCOC1. Product: COc1cccc(CCc2ccccc2OCCC2CCN(C)CC2)c1. Reaction SMILES: [Al+3:34].[C:1]([O:2][C:6](=[O:3])[N:8]1[CH2:9][CH2:10][CH:11]([CH2:14][CH2:15][O:16][c:17]2[c:18]([CH2:23][CH2:24][c:25]3[cH:26][c:27]([O:31][CH3:32])[cH:28][cH:29][cH:30]3)[cH:19][cH:20][cH:21][cH:22]2)[CH2:12][CH2:13]1)([CH3:4])([CH3:5])[CH3:7].[H-:33].[H-:36].[H-:37].[H-:38].[Li+:35].[O:39]1[CH2:40][CH2:41][CH2:42][CH2:43]1>>[CH3:6][N:8]1[CH2:9][CH2:10][CH:11]([CH2:14][CH2:15][O:16][c:17]2[c:18]([CH2:23][CH2:24][c:25]3[cH:26][c:27]([O:31][CH3:32])[cH:28][cH:29][cH:30]3)[cH:19][cH:20][cH:21][cH:22]2)[CH2:12][CH2:13]1. Reactants: FC1(CN(C1)C1CCC2(CCN(CC2)C(=O)OC(C)(C)C)CC1)F (tert-Butyl 9-(3,3-difluoroazetidin-1-yl)-3-azaspiro[5.5]undecane-3-carboxylate), Cl (hydrogen chloride). Run in CO (methanol). Reaction conditions: time 10 minute. Yields the product Cl.Cl.FC1(CN(C1)C1CCC2(CCNCC2)CC1)F (9-(3,3-Difluoroazetidin-1-yl)-3-azaspiro[5.5]undecane dihydrochloride). Reaction SMILES: [F:1][C:2]1([F:24])[CH2:5][N:4]([CH:6]2[CH2:23][CH2:22][C:9]3([CH2:14][CH2:13][N:12](C(OC(C)(C)C)=O)[CH2:11][CH2:10]3)[CH2:8][CH2:7]2)[CH2:3]1.[ClH:25]>CO>[ClH:25].[ClH:25].[F:24][C:2]1([F:1])[CH2:5][N:4]([CH:6]2[CH2:7][CH2:8][C:9]3([CH2:14][CH2:13][NH:12][CH2:11][CH2:10]3)[CH2:22][CH2:23]2)[CH2:3]1 |f:3.4.5|. Procedure details: tert-Butyl 9-(3,3-difluoroazetidin-1-yl)-3-azaspiro[5.5]undecane-3-carboxylate (1.26 g, 3.66 mmol) was dissolved in hydrogen chloride in methanol (1.25 mol/l, 29 ml) and refluxed for 45 min. The solvent was removed under vacuum and the residue was dissolved in a small amount of ethanol. A solid was then precipitated by addition of acetone. The mixture was stirred for 10 min at room temperature, then diethyl ether was added and stirring was carried out for a further 30 min at room temperature. Th... The reactants are ClC=1C(=C(C(=O)Cl)C=CC1)Cl (dichlorobenzoyl chloride), C1(=CC=CC=C1)C=1N=CNC1 (4-phenylimidazole), Cl.C1(=CC=CC=C1)C=1N=CNC1 (4-phenylimidazole hydrochloride). The solvent is O1CCCC1 (tetrahydrofuran), O1CCCC1 (tetrahydrofuran). The product is ClC1=C(C(=O)N2C=NC(=C2)C2=CC=CC=C2)C(=CC=C1)Cl (1-(2,6-Dichlorobenzoyl)-4-phenyl-imidazole). Reaction SMILES: [C:1]1([C:7]2[N:8]=[CH:9][NH:10][CH:11]=2)[CH:6]=[CH:5][CH:4]=[CH:3][CH:2]=1.Cl[C:13]1[C:14]([Cl:22])=[C:15]([CH:19]=[CH:20][CH:21]=1)[C:16](Cl)=[O:17].[ClH:23].C1(C2N=CNC=2)C=CC=CC=1>O1CCCC1>[Cl:23][C:19]1[CH:20]=[CH:21][CH:13]=[C:14]([Cl:22])[C:15]=1[C:16]([N:10]1[CH:11]=[C:7]([C:1]2[CH:2]=[CH:3][CH:4]=[CH:5][CH:6]=2)[N:8]=[CH:9]1)=[O:17] |f:2.3|. Reported procedure: 2.88 g of 4-phenylimidazole are dissolved in 7 ml of tetrahydrofuran; a solution of 2.12 g of dichlorobenzoyl chloride in 5 ml of tetrahydrofuran is then added, and the mixture is heated, in the course of which 4-phenylimidazole hydrochloride precipitates. The mixture is diluted with 15 ml of tetrahydrofuran, and is filtered at room temperature in vacuo. The filtrate is subsequently evaporated to dryness in a rotary evaporator, and the residue is recrystallised from 15 ml of ethyl acetate. The y... The reactants are C(C)(C)C1=NC(=C(C(=C1CO)C1=CC=C(C=C1)F)CCCCC)C(C)C (2,6-diisopropyl-3-hydroxymethyl-4-(4-fluorophenyl)-5-pentylpyridine), C(CCC)[Li] (butyllithium). Run in C(Cl)Cl.CCCCCC (CH2Cl2 hexane). Yields the product C(C)(C)C1=NC(=C(C(=C1C(CCCC)O)C1=CC=C(C=C1)F)CCCCC)C(C)C ((±)-2,6-Diisopropyl-3-(1-hydroxypentyl)-4-(4-fluorophenyl)-5pentyl-pyridine). As a reaction SMILES: [CH:1]([C:4]1[C:9]([CH2:10][OH:11])=[C:8]([C:12]2[CH:17]=[CH:16][C:15]([F:18])=[CH:14][CH:13]=2)[C:7]([CH2:19][CH2:20][CH2:21][CH2:22][CH3:23])=[C:6]([CH:24]([CH3:26])[CH3:25])[N:5]=1)([CH3:3])[CH3:2].[CH2:27]([Li])[CH2:28][CH2:29][CH3:30]>C(Cl)Cl.CCCCCC>[CH:1]([C:4]1[C:9]([CH:10]([OH:11])[CH2:27][CH2:28][CH2:29][CH3:30])=[C:8]([C:12]2[CH:13]=[CH:14][C:15]([F:18])=[CH:16][CH:17]=2)[C:7]([CH2:19][CH2:20][CH2:21][CH2:22][CH3:23])=[C:6]([CH:24]([CH3:25])[CH3:26])[N:5]=1)([CH3:3])[CH3:2] |f:2.3|. Procedure details: The title compound was prepared from 2,6-diisopropyl-3-hydroxymethyl-4-(4-fluorophenyl)-5-pentylpyridine (Example 1) and butyllithium according to the procedures described in Example 114. 1H NMR (300 MHz, CDCl3): δ 6.95 (m, 4 H), 4.33 (m, 1 H), 3.59 (septet, J=6.6 Hz, 1 H), 3.09 (septet, J=6.6 Hz, 1 H), 2.08 (t, J=5.2 Hz, 2 H), 1.75 (m, 2 H), 1.47 (m, 2 H), 1.04 (m, 22 H), 0.719 (t, J=7.0 Hz, 3 H), 0.674 (t, J=7.0 Hz, 3 H). FAB-MS: calcd for (C27H40FNO) 413, found 414 (M+H). Anal. Calcd for C27H... Starting materials: [Cl-].[NH4+] (ammonium chloride), C(C)(C)(C)OC(=O)N(C(C)=O)C (N-tert-butoxycarbonyl-N-methylacetamide), CN(P(N(C)C)(N(C)C)=O)C (hexamethylphosphoric triamide), C(C)(C)(C)OC(=O)N1[C@H](C=O)C[C@H](C1)O[Si](C)(C)C(C)(C)C ((2S,4R)-N-tert-butoxycarbonyl-4-tert-butyldimethylsiloxyprolinal), C(C)(C)[N-]C(C)C.[Li+] (lithium diisopropylamide). Solvent: O (water), O1CCCC1 (tetrahydrofuran), O1CCCC1 (tetrahydrofuran), C(C)(=O)OCC (ethyl acetate), O1CCCC1 (tetrahydrofuran), O1CCCC1 (tetrahydrofuran). Conditions: temperature -78 celsius, time 20 minute. Product: C(C)(C)(C)OC(=O)N1[C@@H](C[C@H](C1)O[Si](C)(C)C(C)(C)C)C(CC(N(C)C(=O)OC(C)(C)C)=O)O ((2S,4R)-N-tert-Butoxycarbonyl-2-[2-(N-tert-butoxycarbonyl-N-methylcarbamoyl)-1-hydroxyethyl]-4-tert-butyldimethylsiloxypyrrolidine). Isolated yield 37.8%. Reaction SMILES: [C:1]([O:5][C:6]([N:8]([CH3:12])[C:9](=[O:11])[CH3:10])=[O:7])([CH3:4])([CH3:3])[CH3:2].CN(C)P(=O)(N(C)C)N(C)C.C([N-]C(C)C)(C)C.[Li+].[C:32]([O:36][C:37]([N:39]1[CH2:45][C@H:44]([O:46][Si:47]([C:50]([CH3:53])([CH3:52])[CH3:51])([CH3:49])[CH3:48])[CH2:43][C@H:40]1[CH:41]=[O:42])=[O:38])([CH3:35])([CH3:34])[CH3:33].[Cl-].[NH4+]>O1CCCC1.O.C(OCC)(=O)C>[C:32]([O:36][C:37]([N:39]1[CH2:45][C@H:44]([O:46][Si:47]([C:50]([CH3:53])([CH3:52])[CH3:51])([CH3:49])[CH3:48])[CH2:43][C@H:40]1[CH:41]([OH:42])[CH2:10][C:9](=[O:11])[N:8]([C:6]([O:5][C:1]([CH3:4])([CH3:3])[CH3:2])=[O:7])[CH3:12])=[O:38])([CH3:35])([CH3:34])[CH3:33] |f:2.3,5.6|. Procedure details: Under a nitrogen atmosphere, a solution of N-tert-butoxycarbonyl-N-methylacetamide (289 mg, 1.67 mmol) in tetrahydrofuran (1.0 ml) and then hexamethylphosphoric triamide (290 μl, 1.67 mmol) were dropwise added at -78° C. to a solution comprising a 2.0M lithium diisopropylamide--tetrahydrofuran solution (835 μl, 1.67 mmol) and tetrahydrofuran (10 ml). The mixture was stirred at -78° C. for 20 minutes, and a solution of (2S,4R)-N-tert-butoxycarbonyl-4-tert-butyldimethylsiloxyprolinal (500 mg, 1.52... Product: CSCCn1nc(O)c2[nH]c3cc(Cl)ccc3c(=O)c2c1=O. The reactants are O=c1c2ccc(Cl)cc2[nH]c2c(O)nn(CCBr)c(=O)c12, C[S-], CN(C)C=O, [Na+]. Reaction SMILES: [Br:4][CH2:5][CH2:6][n:7]1[n:8][c:9]([OH:24])[c:10]2[nH:11][c:12]3[cH:13][c:14]([Cl:23])[cH:15][cH:16][c:17]3[c:18](=[O:22])[c:19]2[c:20]1=[O:21].[CH3:1][S-:2].[CH3:25][N:26]([CH3:27])[CH:28]=[O:29].[Na+:3]>>[CH3:1][S:2][CH2:5][CH2:6][n:7]1[n:8][c:9]([OH:24])[c:10]2[nH:11][c:12]3[cH:13][c:14]([Cl:23])[cH:15][cH:16][c:17]3[c:18](=[O:22])[c:19]2[c:20]1=[O:21].